Dataset: the Open Reaction Database (ORD), a public repository of structured organic reaction records. Task: describe an organic reaction: reactants, conditions, products, and yield Starting materials: C=Cc1ccccc1 (styrene), O=S(=O)(Oc1ccccc1)C(F)(F)F. Reagents/catalysts: C1=C\CC/C=C\CC/1.C1=C\CC/C=C\CC/1.[Ni], CCN(CC)CC (triethylamine), FC(F)(F)c1ccc(N2CP(c3ccccc3)CN(c3ccc(C(F)(F)F)cc3)CP(c3ccccc3)C2)cc1. Solvent: Cc1ccccc1. Run at temperature 85 celsius, time 16 hour. Product: COc1cc(OC)cc(OC)c1 (1,3,5-trimethoxybenzene), C(=C/c1ccccc1)\c1ccccc1 (Trans stilbene), C=C(c1ccccc1)c1ccccc1 (1,1'-diphenylethylene), Styrene dimer 1, Styrene dimer 2, Reduced styrene dimer, Reduced styrene dimer 2. Starting materials: 15N sodium hydroxide, C1(=CC=C(C=C1)S(=O)(=O)NC1CC2=CC=C(C=C2C1)C(C(=O)OC)C)C (methyl 2-(2-p-toluenesulphonamido-indan-5-yl)-propionate). The solvent is C(C)O (ethanol). Reaction conditions: time 0.5 hour. Product: C1(=CC=C(C=C1)S(=O)(=O)NC1CC2=CC=C(C=C2C1)C(C(=O)O)C)C (2-(2-p-Toluenesulphonamido-indan-5-yl)-propionic acid). RXN SMILES: [C:1]1([CH3:26])[CH:6]=[CH:5][C:4]([S:7]([NH:10][CH:11]2[CH2:19][C:18]3[C:13](=[CH:14][CH:15]=[C:16]([CH:20]([CH3:25])[C:21]([O:23]C)=[O:22])[CH:17]=3)[CH2:12]2)(=[O:9])=[O:8])=[CH:3][CH:2]=1>C(O)C>[C:1]1([CH3:26])[CH:2]=[CH:3][C:4]([S:7]([NH:10][CH:11]2[CH2:19][C:18]3[C:13](=[CH:14][CH:15]=[C:16]([CH:20]([CH3:25])[C:21]([OH:23])=[O:22])[CH:17]=3)[CH2:12]2)(=[O:8])=[O:9])=[CH:5][CH:6]=1. Procedure: 1 ml of 15N sodium hydroxide solution is added to 1.2 g of methyl 2-(2-p-toluenesulphonamido-indan-5-yl)-propionate in 12 ml of ethanol and the mixture is boiled for 0.5 hour. The mixture is evaporated, the residue is dissolved in water and the reaction product is precipitated with hydrochloric acid. The reactants are NC=1C=CC=C2C(=C(C=NC12)C(CCC)=O)NC1=C(C=CC=C1)C (8-Amino-3-butyryl-4-(2-methylphenylamino)quinoline), Cl.ClCCCN1CCOCC1 (3-chloropropylmorpholine hydrochloride). Yields the product C(CCC)(=O)C=1C=NC2=C(C=CC=C2C1NC1=C(C=CC=C1)C)NCCCN1CCOCC1 (3-butyryl-4-(2-methyl phenylamino)-8-(3-morpholinopropylamino)quinoline). Yield: 5.0%. As a reaction SMILES: [NH2:1][C:2]1[CH:3]=[CH:4][CH:5]=[C:6]2[C:11]=1[N:10]=[CH:9][C:8]([C:12](=[O:16])[CH2:13][CH2:14][CH3:15])=[C:7]2[NH:17][C:18]1[CH:23]=[CH:22][CH:21]=[CH:20][C:19]=1[CH3:24].Cl.Cl[CH2:27][CH2:28][CH2:29][N:30]1[CH2:35][CH2:34][O:33][CH2:32][CH2:31]1>>[C:12]([C:8]1[CH:9]=[N:10][C:11]2[C:6]([C:7]=1[NH:17][C:18]1[CH:23]=[CH:22][CH:21]=[CH:20][C:19]=1[CH3:24])=[CH:5][CH:4]=[CH:3][C:2]=2[NH:1][CH2:27][CH2:28][CH2:29][N:30]1[CH2:35][CH2:34][O:33][CH2:32][CH2:31]1)(=[O:16])[CH2:13][CH2:14][CH3:15] |f:1.2|. Procedure: 8-Amino-3-butyryl-4-(2-methylphenylamino)quinoline (6.5 g, 0.02 moles) and 3-chloropropylmorpholine hydrochloride (5.0 g, 0.025 moles) were heated together in fusion (150° C) for 20 minutes. The product was partitioned between ethyl acetate and dil. ammonia solution. The organic layer was washed twice with sodium dihydrogen phosphate solution (pH5), dried, filtered and evaporated. Chromatography (silica gel/chloroform/30-0% hexane) and crystallization from hexane gave 3-butyryl-4-(2-methyl pheny... Reaction SMILES: [Cl:1][C:2]1[CH:7]=[C:6]([N+:8]([O-])=O)[CH:5]=[CH:4][C:3]=1[N:11]1[CH2:15][CH2:14][O:13][C:12]1=[O:16].[H][H]>[Pd].O1CCCC1>[NH2:8][C:6]1[CH:5]=[CH:4][C:3]([N:11]2[CH2:15][CH2:14][O:13][C:12]2=[O:16])=[C:2]([Cl:1])[CH:7]=1. The reagents and catalysts are [Pd] (palladium-on-charcoal). Procedure: A mixture of 24.1 g of 1B and 0.5 g of 10% palladium-on-charcoal catalyst in 150 ml of tetrahydrofuran was treated with hydrogen in a Parr shaker. The mixture then was filtered to give 3-(4-amino-2-chlorophenyl)-2-oxazolidinone (1C) in solution in the tetrahydrofuran. The product is NC1=CC(=C(C=C1)N1C(OCC1)=O)Cl (3-(4-amino-2-chlorophenyl)-2-oxazolidinone). The solvent is O1CCCC1 (tetrahydrofuran). The reactants are ClC1=C(C=CC(=C1)[N+](=O)[O-])N1C(OCC1)=O (3-(2-chloro-4-nitrophenyl)-2-oxazolidinone), [H][H] (hydrogen). Reactants: [Li+].[OH-] (LiOH), O (water), C(C)OC(/C(/CC)=C/C1=CC(=CC=C1)OC)=O ((E)-Ethyl-2-(3-methoxybenzylidene)butanoate). Run in CCOC(=O)C (EtOAc), Cl (HCl), C1CCOC1 (THF). Yields the product COC=1C=C(\C=C(\C(=O)O)/CC)C=CC1 ((2E)-2-(3-methoxybenzylidene)butanoic acid). Yield: 72.0%. As a reaction SMILES: C([O:3][C:4](=[O:17])/[C:5](=[CH:8]/[C:9]1[CH:14]=[CH:13][CH:12]=[C:11]([O:15][CH3:16])[CH:10]=1)/[CH2:6][CH3:7])C.[Li+].[OH-].O>C1COCC1.CCOC(C)=O.Cl>[CH3:16][O:15][C:11]1[CH:10]=[C:9]([CH:14]=[CH:13][CH:12]=1)/[CH:8]=[C:5](\[CH2:6][CH3:7])/[C:4]([OH:17])=[O:3] |f:1.2|. Procedure details: (E)-Ethyl-2-(3-methoxybenzylidene)butanoate (300 mg, 1.28 mmol) was dissolved in THF (30 mL), and LiOH (61 mg, 2.56 mmol), and water (100 μL) were added. The reaction mixture was heated to reflux for 48 h and then cooled to rt. The reaction mixture was diluted with EtOAc and 1N HCl. The aqueous phase was extracted with EtOAc and the combined organic solutions were dried over Na2SO4, filtered, and concentrated. Purification by column chromatography (SiO2, 0-70% EtOAc with 1% acetic acid in DCM) p...